This data is from the Open Reaction Database (ORD), a public repository of structured organic reaction records. The task is: describe an organic reaction: reactants, conditions, products, and yield Reactants: CC(C)(C)O, CC(C)(C)[O-], CI, CCOC(C)=O, [K+], CC12C=CC(=O)NC1CCc1cc(-c3cccc4ccccc34)ccc12. The product is CN1C(=O)C=CC2(C)c3ccc(-c4cccc5ccccc45)cc3CCC12. Reaction SMILES: [C:27]([OH:28])([CH3:29])([CH3:30])[CH3:31].[CH3:32][C:33]([CH3:34])([O-:35])[CH3:36].[CH3:38][I:39].[CH3:40][CH2:41][O:42][C:43](=[O:44])[CH3:45].[K+:37].[c:1]1(-[c:11]2[cH:12][c:13]3[c:14]([cH:25][cH:26]2)[C:15]2([CH3:24])[CH:16]=[CH:17][C:18](=[O:23])[NH:19][CH:20]2[CH2:21][CH2:22]3)[cH:2][cH:3][cH:4][c:5]2[cH:6][cH:7][cH:8][cH:9][c:10]12>>[c:1]1(-[c:11]2[cH:12][c:13]3[c:14]([cH:25][cH:26]2)[C:15]2([CH3:24])[CH:16]=[CH:17][C:18](=[O:23])[N:19]([CH3:27])[CH:20]2[CH2:21][CH2:22]3)[cH:2][cH:3][cH:4][c:5]2[cH:6][cH:7][cH:8][cH:9][c:10]12. Starting materials: C(C)(=O)C=1C(OC(=C(C1O)C(C)=O)O)=O (3,5-diacetyl-4,6-dihydroxy-2H-pyran-2-one), C(C)(=O)NC=1C=C(C=O)C=CC1 (m-acetamidobenzaldehyde). Run in C(Cl)(Cl)Cl (chloroform). Yields the product C(C)(=O)NC=1C=C(C=CC(=O)C2C(OC(C(=C2O)C(C)=O)=O)=O)C=CC1 (3-(m-acetamidocinnamoyl)-5-acetyl-4-hydroxy-2H-pyran-2,6(3H)-dione). Reaction SMILES: [C:1]([C:4]1[C:5](=[O:15])[O:6][C:7]([OH:14])=[C:8]([C:11](=[O:13])[CH3:12])[C:9]=1[OH:10])(=[O:3])[CH3:2].[C:16]([NH:19][C:20]1[CH:21]=[C:22]([CH:25]=[CH:26][CH:27]=1)[CH:23]=O)(=[O:18])[CH3:17]>C(Cl)(Cl)Cl>[C:16]([NH:19][C:20]1[CH:21]=[C:22]([CH:25]=[CH:26][CH:27]=1)[CH:23]=[CH:2][C:1]([CH:4]1[C:9]([OH:10])=[C:8]([C:11](=[O:13])[CH3:12])[C:7](=[O:14])[O:6][C:5]1=[O:15])=[O:3])(=[O:18])[CH3:17]. Reported procedure: Similarly, 4.2 g. (0.02 m.) of 3,5-diacetyl-4,6-dihydroxy-2H-pyran-2-one, 3.2 g. (0.02 m.) of m-acetamidobenzaldehyde, 200 ml. of chloroform and 0.5 ml. of piperidine is azeotroped for four hours and the reaction mixture is filtered to yield 3-(m-acetamidocinnamoyl)-5-acetyl-4-hydroxy-2H-pyran-2,6(3H)-dione, m.p. 222°-224° C. The reactants are N1=CC=CC2=C(C(=CC=C12)C(=O)OC)C(=O)OC (dimethyl 5,6-quinolinedicarboxylate), [OH-].[Na+] (sodium hydroxide), CO (methanol), Cl (hydrochloric acid). Run in O (water). Reaction conditions: temperature 80 celsius, time 2 hour. Product: N1=CC=CC2=C(C(=CC=C12)C(=O)O)C(=O)O (5.6-Quinolinedicarboxylic acid). The yield is 92.1%. As a reaction SMILES: [N:1]1[C:10]2[C:5](=[C:6]([C:15]([O:17]C)=[O:16])[C:7]([C:11]([O:13]C)=[O:12])=[CH:8][CH:9]=2)[CH:4]=[CH:3][CH:2]=1.[OH-].[Na+].CO.Cl>O>[N:1]1[C:10]2[C:5](=[C:6]([C:15]([OH:17])=[O:16])[C:7]([C:11]([OH:13])=[O:12])=[CH:8][CH:9]=2)[CH:4]=[CH:3][CH:2]=1 |f:1.2|. Reported procedure: A mixture of dimethyl 5,6-quinolinedicarboxylate (2.46 g, 10.0 mmol), aqueous sodium hydroxide (5.0 mL, 5m, 25.0 mmol) and methanol is heated to 80° C., treated with water at 80° C. until the mixture is homogeneous, stirred for 2 hours at reflux temperature, cooled to 0° C., acidified to pH 4 with concentrated hydrochloric acid and filtered. The filter cake is air dried to give the title product as a white powder 2.00 g, 91.7%) mp >360 C, identified by H1NMR spectroscopy.